From a dataset of the Open Reaction Database (ORD), a public repository of structured organic reaction records. describe an organic reaction: reactants, conditions, products, and yield Starting materials: FC(CN1N=CN=C1C=1SC=2CCOC3=C(C2N1)C=CC(=C3)C=3C=NN(C3)CCNC(C=3C(C(=O)O)=CC=CC3)=O)(F)F (N-[2-(4-{2-[2-(2,2,2-Trifluoro-ethyl)-2H-[1,2,4]triazol-3-yl]-4,5-dihydro-6-oxa-3-thia-1-aza-benzo[e]azulen-8-yl}-pyrazol-1-yl)-ethyl]-phthalamic acid), C(C)O (ethanol), NN (hydrazine). Run at temperature 60 celsius. Yields the product FC(CN1N=CN=C1C=1SC=2CCOC3=C(C2N1)C=CC(=C3)C=3C=NN(C3)CCN)(F)F (2-(4-{2-[2-(2,2,2-Trifluoro-ethyl)-2H-[1,2,4]triazol-3-yl]-4,5-dihydro-6-oxa-3-thia-1-aza-benzo[e]azulen-8-yl}-pyrazol-1-yl)-ethylamine). The yield is 9.0%. Reaction SMILES: [F:1][C:2]([F:43])([F:42])[CH2:3][N:4]1[C:8]([C:9]2[S:10][C:11]3[CH2:12][CH2:13][O:14][C:15]4[CH:22]=[C:21]([C:23]5[CH:24]=[N:25][N:26]([CH2:28][CH2:29][NH:30]C(=O)C6C(=CC=CC=6)C(O)=O)[CH:27]=5)[CH:20]=[CH:19][C:16]=4[C:17]=3[N:18]=2)=[N:7][CH:6]=[N:5]1.C(O)C.NN>>[F:42][C:2]([F:1])([F:43])[CH2:3][N:4]1[C:8]([C:9]2[S:10][C:11]3[CH2:12][CH2:13][O:14][C:15]4[CH:22]=[C:21]([C:23]5[CH:24]=[N:25][N:26]([CH2:28][CH2:29][NH2:30])[CH:27]=5)[CH:20]=[CH:19][C:16]=4[C:17]=3[N:18]=2)=[N:7][CH:6]=[N:5]1. Reported procedure: To a solution of N-[2-(4-{2-[2-(2,2,2-Trifluoro-ethyl)-2H-[1,2,4]triazol-3-yl]-4,5-dihydro-6-oxa-3-thia-1-aza-benzo[e]azulen-8-yl}-pyrazol-1-yl)-ethyl]-phthalamic acid (0.2000 g, 0.0003281 mol) in ethanol (3 mL, 0.05 mol) was added hydrazine (0.01133 mL, 0.0003609 mol). The mixture was heated to 60° C. overnight, cooled to room temperature and concentrated in vacuo. The crude was purified by reverse-phase HPLC to give 344 (13.6 mg) as a colorless solid. MS(ESI+) 462.1. 1H NMR (400 MHz, DMSO) δ 8... The reactants are [Al+3], [Cl-], [Cl-], [Cl-], Oc1ccc(Cl)c(O)c1, O=[N+]([O-])c1ccccc1, O=C1OC(=O)c2ccccc21. RXN SMILES: [Al+3:2].[Cl-:1].[Cl-:3].[Cl-:4].[Cl:16][c:17]1[c:18]([OH:24])[cH:19][c:20]([OH:21])[cH:22][cH:23]1.[O-:25][N+:26]([c:27]1[cH:28][cH:29][cH:30][cH:31][cH:32]1)=[O:33].[O:5]=[C:6]1[O:7][C:8](=[O:9])[c:10]2[cH:11][cH:12][cH:13][cH:14][c:15]21>>[O:5]=[C:6]([c:15]1[c:10]([C:8]([OH:7])=[O:9])[cH:11][cH:12][cH:13][cH:14]1)[c:22]1[c:20]([OH:21])[cH:19][c:18]([OH:24])[c:17]([Cl:16])[cH:23]1. The product is O=C(O)c1ccccc1C(=O)c1cc(Cl)c(O)cc1O. Reaction SMILES: C1(P(C2C=CC=CC=2)C2C=CC=CC=2)C=CC=CC=1.O1CCOCC1.Br[C:27]1[N:35]2[C:30]([CH:31]=[N:32][C:33]([NH:36][C:37]3[CH:38]=[N:39][C:40]([N:43]4[CH2:48][CH2:47][O:46][CH2:45][CH2:44]4)=[CH:41][CH:42]=3)=[N:34]2)=[CH:29][CH:28]=1.[Cl:49][C:50]1[CH:51]=[C:52](B(O)O)[CH:53]=[CH:54][CH:55]=1.CN(C)C=O.C(=O)([O-])[O-].[Na+].[Na+].O>C([O-])(=O)C.[Pd+2].C([O-])(=O)C>[Cl:49][C:50]1[CH:55]=[C:54]([C:27]2[N:35]3[C:30]([CH:31]=[N:32][C:33]([NH:36][C:37]4[CH:38]=[N:39][C:40]([N:43]5[CH2:48][CH2:47][O:46][CH2:45][CH2:44]5)=[CH:41][CH:42]=4)=[N:34]3)=[CH:29][CH:28]=2)[CH:53]=[CH:52][CH:51]=1 |f:5.6.7,9.10.11|. Product: ClC=1C=C(C=CC1)C1=CC=C2C=NC(=NN21)NC=2C=NC(=CC2)N2CCOCC2 ([7-(3-Chloro-phenyl)-pyrrolo[2,1-f][1,2,4]triazin-2-yl]-(6-morpholin-4-yl-pyridin-3-yl)-amine). The reactants are C1(=CC=CC=C1)P(C1=CC=CC=C1)C1=CC=CC=C1 (Triphenylphosphine), BrC1=CC=C2C=NC(=NN21)NC=2C=NC(=CC2)N2CCOCC2 ((7-Bromo-pyrrolo[2,1-f][1,2,4]triazin-2-yl)-(6-morpholin-4-yl-pyridin-3-yl)-amine), ClC=1C=C(C=CC1)B(O)O (3-chlorophenyl boronic acid), CN(C=O)C (N,N-Dimethylformamide), C([O-])([O-])=O.[Na+].[Na+] (Sodium carbonate), O (Water), O1CCOCC1 (1,4-Dioxane). Reported procedure: Into a 30 mL vial, Palladium Acetate (12 mg, 0.000053 mol) and Triphenylphosphine (40 mg, 0.0002 mol) were added and purged under an atmosphere of Nitrogen for 10 minutes. 1,4-Dioxane (2.0 mL, 0.026 mol) was added and stirred for 10 minutes. (7-Bromo-pyrrolo[2,1-f][1,2,4]triazin-2-yl)-(6-morpholin-4-yl-pyridin-3-yl)-amine (0.085 g, 0.00023 mol), 3-chlorophenyl boronic acid (0.0712 g, 0.000455 mol), N,N-Dimethylformamide (2.0 mL, 0.026 mol) and 1.50 M of Sodium carbonate in Water (0.842 mL, 0.001... Reagents/catalysts: C(C)(=O)[O-].[Pd+2].C(C)(=O)[O-] (Palladium Acetate). Run at temperature 85 celsius, time 10 minute. Starting materials: BrCCCC#N (4-bromobutyronitrile), [Na+].[I-] (NaI), CC1=C(C=CC=C1)P(C2=C(C=CC=C2)C)C3=C(C=CC=C3)C (P(o-tolyl)3), C(C1=CC=CC=C1)OC1=C(C=CC(=C1)I)N1CC(N(S1(=O)=O)CC[Si](C)(C)C)=O (5-(2-benzyloxy-4-iodophenyl)-1,1-dioxo-2-(2-trimethylsilanylethyl)-1,2,5-thiadiazolidin-3-one). Reagents/catalysts: [Zn] (zinc), C=1C=CC(=CC1)/C=C/C(=O)/C=C/C2=CC=CC=C2.C=1C=CC(=CC1)/C=C/C(=O)/C=C/C2=CC=CC=C2.C=1C=CC(=CC1)/C=C/C(=O)/C=C/C2=CC=CC=C2.[Pd].[Pd] (Pd2(dba)3). Solvent: CN(C)C=O (DMF). Conditions: time 5 hour. The product is C(C1=CC=CC=C1)OC=1C=C(C=CC1N1S(N(C(C1)=O)CC[Si](C)(C)C)(=O)=O)CCCC#N (4-{3-Benzyloxy-4-[1,1,4-trioxo-5-(2-trimethylsilanylethyl)-1,2,5-thiadiazolidin-2-yl]-phenyl}-butyronitrile). Reaction SMILES: Br[CH2:2][CH2:3][CH2:4][C:5]#[N:6].[Na+].[I-].CC1C=CC=CC=1P(C1C=CC=CC=1C)C1C=CC=CC=1C.[CH2:31]([O:38][C:39]1[CH:44]=[C:43](I)[CH:42]=[CH:41][C:40]=1[N:46]1[S:50](=[O:52])(=[O:51])[N:49]([CH2:53][CH2:54][Si:55]([CH3:58])([CH3:57])[CH3:56])[C:48](=[O:59])[CH2:47]1)[C:32]1[CH:37]=[CH:36][CH:35]=[CH:34][CH:33]=1>CN(C=O)C.[Zn].C1C=CC(/C=C/C(/C=C/C2C=CC=CC=2)=O)=CC=1.C1C=CC(/C=C/C(/C=C/C2C=CC=CC=2)=O)=CC=1.C1C=CC(/C=C/C(/C=C/C2C=CC=CC=2)=O)=CC=1.[Pd].[Pd]>[CH2:31]([O:38][C:39]1[CH:44]=[C:43]([CH2:2][CH2:3][CH2:4][C:5]#[N:6])[CH:42]=[CH:41][C:40]=1[N:46]1[CH2:47][C:48](=[O:59])[N:49]([CH2:53][CH2:54][Si:55]([CH3:58])([CH3:57])[CH3:56])[S:50]1(=[O:52])=[O:51])[C:32]1[CH:37]=[CH:36][CH:35]=[CH:34][CH:33]=1 |f:1.2,7.8.9.10.11|. Reported procedure: To a solution of 4-bromobutyronitrile (0.074 mL, 0.75 mmol) in DMF (2 mL) is added Rieke zinc (0.9 mmol) and a catalytic amount of NaI. The mixture is stirred at RT for 5 h then P(o-tolyl)3 (22.8 mg, 15 mol %), Pd2(dba)3 (13.7 mg, 3 mol %) and 5-(2-benzyloxy-4-iodophenyl)-1,1-dioxo-2-(2-trimethylsilanylethyl)-1,2,5-thiadiazolidin-3-one (272 mg, 0.5 mmol) is added and the mixture is stirred at RT for 18 h. The mixture is partitioned between EtOAc and 1N HCl and the organic phase is washed with br... Reactants: ClCC1=CC=CC=2N=NSC21 (7-chloromethylbenzo-1,2,3-thiadiazole), [C-]#N.[Na+] (sodium cyanide). Reagents/catalysts: [I-].C(CCC)[N+](CCCC)(CCCC)CCCC (tetrabutylammonium iodide). Run in C(Cl)(Cl)Cl (chloroform), O (water), O (water). Run at time 8 hour. The product is C(#N)CC1=CC=CC=2N=NSC21 (7-cyanomethylbenzo-1,2,3-thiadiazole). Reaction SMILES: Cl[CH2:2][C:3]1[C:11]2[S:10][N:9]=[N:8][C:7]=2[CH:6]=[CH:5][CH:4]=1.[C-:12]#[N:13].[Na+]>C(Cl)(Cl)Cl.[I-].C([N+](CCCC)(CCCC)CCCC)CCC.O>[C:12]([CH2:2][C:3]1[C:11]2[S:10][N:9]=[N:8][C:7]=2[CH:6]=[CH:5][CH:4]=1)#[N:13] |f:1.2,4.5|. Procedure: 18.4 g of 7-chloromethylbenzo-1,2,3-thiadiazole are dissolved in 50 ml of chloroform, 0.5 g of tetrabutylammonium iodide are added, the mixture is heated to 50°-55° C. and treated dropwise in the course of 0.5 hours with a solution of 5.6 g of sodium cyanide in 20 ml of water, with stirring. Heating is continued overnight at the same temperature, on the following day the mixture is cooled, treated with water and extracted several times using dichloromethane. The extracts are washed with water, d... The reactants are CC(C)Br, CN(C)C=O, Cc1c(C(=O)C(N)=O)c2c(OCC(=O)O)cccc2n1Cc1cccc(-c2ccccc2)c1, [Na+], [Na], O=C([O-])O. Yields the product Cc1c(C(=O)C(N)=O)c2c(OCC(=O)OC(C)C)cccc2n1Cc1cccc(-c2ccccc2)c1. As a reaction SMILES: [Br:1][CH:2]([CH3:3])[CH3:4].[CH3:44][N:45]([CH3:46])[CH:47]=[O:48].[NH2:5][C:6]([C:7](=[O:8])[c:9]1[c:10]([CH3:36])[n:11]([CH2:23][c:24]2[cH:25][c:26](-[c:30]3[cH:31][cH:32][cH:33][cH:34][cH:35]3)[cH:27][cH:28][cH:29]2)[c:12]2[cH:13][cH:14][cH:15][c:16]([O:18][CH2:19][C:20](=[O:21])[OH:22])[c:17]12)=[O:37].[Na+:43].[Na:38].[O-:39][C:40]([OH:41])=[O:42]>>[CH:2]([CH3:3])([CH3:4])[O:22][C:20]([CH2:19][O:18][c:16]1[cH:15][cH:14][cH:13][c:12]2[n:11]([CH2:23][c:24]3[cH:25][c:26](-[c:30]4[cH:31][cH:32][cH:33][cH:34][cH:35]4)[cH:27][cH:28][cH:29]3)[c:10]([CH3:36])[c:9]([C:7]([C:6]([NH2:5])=[O:37])=[O:8])[c:17]21)=[O:21].